The task is: describe an organic reaction: reactants, conditions, products, and yield. This data is from the Open Reaction Database (ORD), a public repository of structured organic reaction records. Reactants: ClC1=CC=C(C=C1)C1=CC=C(C=C1)C(C)Cl (4'-chloro-4-(1-chloroethyl)[1,1']biphenyl), 51g, C(C)(=O)N1CCNCC1 (1-acetyl piperazine), C1=CC=CC=C1 (benzene). Run in O (water). Product: C(C)(=O)N1CCN(CC1)C(C)C1=CC=C(C=C1)C1=CC=C(C=C1)Cl (1-Acetyl-4[1-(4'-chloro[1,1']biphenyl-4-yl)ethyl]piperazine). RXN SMILES: [Cl:1][C:2]1[CH:7]=[CH:6][C:5]([C:8]2[CH:13]=[CH:12][C:11]([CH:14](Cl)[CH3:15])=[CH:10][CH:9]=2)=[CH:4][CH:3]=1.[C:17]([N:20]1[CH2:25][CH2:24][NH:23][CH2:22][CH2:21]1)(=[O:19])[CH3:18].C1C=CC=CC=1>O>[C:17]([N:20]1[CH2:25][CH2:24][N:23]([CH:14]([C:11]2[CH:12]=[CH:13][C:8]([C:5]3[CH:6]=[CH:7][C:2]([Cl:1])=[CH:3][CH:4]=3)=[CH:9][CH:10]=2)[CH3:15])[CH2:22][CH2:21]1)(=[O:19])[CH3:18]. Procedure details: With constant stirring, reflux a solution of 25.1g of 4'-chloro-4-(1-chloroethyl)[1,1']biphenyl, 51g of 1-acetyl piperazine and 400 ml of anhydrous benzene for 24 hours. Add 200 ml of water to the reaction mixture, separate the organic phase, water-wash (5 times with 200 mls of water). Dry (over sodium sulfate), concentrate (in vacuo) and recrystallize the resulting residue from ethyl acetate to obtain the desired product. RXN SMILES: [C:1]1([C:7]2[CH2:8][CH2:9][N:10]([CH2:13][C:14]3[C:15]([NH2:21])=[N:16][C:17]([NH2:20])=[N:18][CH:19]=3)[CH2:11][CH:12]=2)[CH:6]=[CH:5][CH:4]=[CH:3][CH:2]=1.[ClH:22]>CO>[ClH:22].[ClH:22].[C:1]1([C:7]2[CH2:12][CH2:11][N:10]([CH2:13][C:14]3[C:15]([NH2:21])=[N:16][C:17]([NH2:20])=[N:18][CH:19]=3)[CH2:9][CH:8]=2)[CH:6]=[CH:5][CH:4]=[CH:3][CH:2]=1 |f:3.4.5|. Isolated yield 80.1%. Yields the product Cl.Cl.C1(=CC=CC=C1)C=1CCN(CC1)CC=1C(=NC(=NC1)N)N (5-(4-phenyl-3,6-dihydro-2H-pyridin-1-ylmethyl)-pyrimidine-2,4-diamine dihydrochloride). Reactants: C1(=CC=CC=C1)C=1CCN(CC1)CC=1C(=NC(=NC1)N)N (5-(4-phenyl-3,6-dihydro-2H-pyridin-1-ylmethyl)-pyrimidine-2,4-diamine), Cl (hydrochloric acid). Solvent: CO (methanol). Procedure details: 0.23 g (0.00081 mol) of 5-(4-phenyl-3,6-dihydro-2H-pyridin-1-ylmethyl)-pyrimidine-2,4-diamine was dissolved in 220 ml of hot methanol. The solution was treated at room temperature with 0.47 ml (0.00162 mol) of 3.5N ethanolic hydrochloric acid. The solution was completely freed from the solvents and the residue was recrystallized from methanol/diethyl ether. 0.23 g (79%) of 5-(4-phenyl-3,6-dihydro-2H-pyridin-1-ylmethyl)-pyrimidine-2,4-diamine dihydrochloride was obtained as white crystals; m.p. 2...